From a dataset of the Open Reaction Database (ORD), a public repository of structured organic reaction records. describe an organic reaction: reactants, conditions, products, and yield Reactants: Br, Cc1ccc(S(=O)(=O)N(CCCN)CCC(F)(F)CN)cc1. Product: NCCCNCCC(F)(F)CN. Reaction SMILES: [BrH:23].[NH2:1][CH2:2][CH2:3][CH2:4][N:5]([CH2:6][CH2:7][C:8]([CH2:9][NH2:10])([F:11])[F:12])[S:13]([c:14]1[cH:15][cH:16][c:17]([CH3:18])[cH:19][cH:20]1)(=[O:21])=[O:22]>>[NH2:1][CH2:2][CH2:3][CH2:4][NH:5][CH2:6][CH2:7][C:8]([CH2:9][NH2:10])([F:11])[F:12].